From a dataset of the Open Reaction Database (ORD), a public repository of structured organic reaction records. describe an organic reaction: reactants, conditions, products, and yield Yields the product S1C=C(C=C1)C1=CC=C2CC(NC2=C1)=O (6-thiophen-3-yl-1,3-dihydroindol-2-one). Yield: 35.7%. Starting materials: BrC1=CC=C2CC(NC2=C1)=O (6-bromo-2-oxindole), S1C=C(C=C1)B(O)O (thiophene-3-boronic acid), C(C)O (ethanol), C([O-])([O-])=O.[Na+].[Na+] (sodium carbonate). Procedure: To a warm, stirred solution of 6-bromo-2-oxindole (4 g, 26.3 mmol) dissolved in 60 mL toluene and 60 mL ethanol was added tetrakis(triphenylphosphine)palladium(0) (2.3 g, 1.9 mmol) followed by 2M aqueous sodium carbonate (50 mL, 100 mmol) and thiophene-3-boronic acid (4.3 g, 33.6 mmol). The mixture was stirred at 100° C. in an oil bath for 12 hours. The reaction mixture was cooled, diluted with ethyl acetate (500 mL), washed with IN hydrochloric acid (200 mL), water (200 mL), saturated sodium bi... RXN SMILES: Br[C:2]1[CH:10]=[C:9]2[C:5]([CH2:6][C:7](=[O:11])[NH:8]2)=[CH:4][CH:3]=1.C(O)C.C(=O)([O-])[O-].[Na+].[Na+].[S:21]1[CH:25]=[CH:24][C:23](B(O)O)=[CH:22]1>C1(C)C=CC=CC=1.C(OCC)(=O)C.C1C=CC([P]([Pd]([P](C2C=CC=CC=2)(C2C=CC=CC=2)C2C=CC=CC=2)([P](C2C=CC=CC=2)(C2C=CC=CC=2)C2C=CC=CC=2)[P](C2C=CC=CC=2)(C2C=CC=CC=2)C2C=CC=CC=2)(C2C=CC=CC=2)C2C=CC=CC=2)=CC=1>[S:21]1[CH:25]=[CH:24][C:23]([C:2]2[CH:10]=[C:9]3[C:5]([CH2:6][C:7](=[O:11])[NH:8]3)=[CH:4][CH:3]=2)=[CH:22]1 |f:2.3.4,^1:45,47,66,85|. The solvent is C1(=CC=CC=C1)C (toluene), C(C)(=O)OCC (ethyl acetate). Run at temperature 100 celsius, time 12 hour. Reagents/catalysts: C=1C=CC(=CC1)[P](C=2C=CC=CC2)(C=3C=CC=CC3)[Pd]([P](C=4C=CC=CC4)(C=5C=CC=CC5)C=6C=CC=CC6)([P](C=7C=CC=CC7)(C=8C=CC=CC8)C=9C=CC=CC9)[P](C=1C=CC=CC1)(C=1C=CC=CC1)C=1C=CC=CC1 (tetrakis(triphenylphosphine)palladium(0)). Reaction SMILES: [CH2:43]1[O:44][CH2:45][CH2:46][CH2:47]1.[CH3:1][O:2][C:3]([CH2:4][O:5][c:6]1[cH:7][cH:8][c:9]([O:12][CH2:13][C:14]#[C:15][c:16]2[cH:17][c:18]([C:30]#[C:31][c:32]3[cH:33][cH:34][cH:35][cH:36][cH:37]3)[cH:19][c:20]([C:22]#[C:23][c:24]3[cH:25][cH:26][cH:27][cH:28][cH:29]3)[cH:21]2)[cH:10][cH:11]1)=[O:38].[CH3:48][OH:49].[ClH:42].[Li+:40].[OH-:39].[OH2:41]>>[O:2]=[C:3]([CH2:4][O:5][c:6]1[cH:7][cH:8][c:9]([O:12][CH2:13][C:14]#[C:15][c:16]2[cH:17][c:18]([C:30]#[C:31][c:32]3[cH:33][cH:34][cH:35][cH:36][cH:37]3)[cH:19][c:20]([C:22]#[C:23][c:24]3[cH:25][cH:26][cH:27][cH:28][cH:29]3)[cH:21]2)[cH:10][cH:11]1)[OH:38]. Reactants: C1CCOC1, COC(=O)COc1ccc(OCC#Cc2cc(C#Cc3ccccc3)cc(C#Cc3ccccc3)c2)cc1, CO, Cl, [Li+], [OH-], O. The product is O=C(O)COc1ccc(OCC#Cc2cc(C#Cc3ccccc3)cc(C#Cc3ccccc3)c2)cc1. Reactants: FC(C(=O)O)(F)F.N[C@H]1CN(CC1)C1=NC(=C2N=CN(C2=N1)[C@H]1[C@@H]([C@@H]([C@H](C1)N1N=CC(=C1)CO)O)O)NCC(C1=CC=CC=C1)C1=CC=CC=C1 ((1R,2S,3R,5S)-3-[2-((R)-3-Amino-pyrrolidin-1-yl)-6-(2,2-diphenyl-ethylamino)-purin-9-yl]-5-(4-hydroxymethyl-pyrazol-1-yl)-cyclopentane-1,2-diol trifluoroacetate), FC(C(=O)O)(F)F.O[C@H]1[C@@H](C[C@@H]([C@H]1O)N1N=CC(=C1)C)N1C2=NC(=NC(=C2N=C1)NCC(C1=CC=CC=C1)C1=CC=CC=C1)NC1CCC(CC1)NC(=O)NC1CCN(CC1)C1=NC=CC=C1 (1-{4-[9-[(1R,2S,3R,4S)-2,3-Dihydroxy-4-(4-methyl-pyrazol-1-yl)-cyclopentyl]-6-(2,2-diphenyl-ethylamino)-9H-purin-2-ylamino]-cyclohexyl}-3-(3,4,5,6-tetrahydro-2H-[1,2′]bipyridinyl-4-yl)-urea Trifluoroacetate). Product: FC(C(=O)O)(F)F.O[C@H]1[C@@H](C[C@@H]([C@H]1O)N1N=CC(=C1)CO)N1C2=NC(=NC(=C2N=C1)NCC(C1=CC=CC=C1)C1=CC=CC=C1)N1C[C@@H](CC1)NC(=O)NC1CCN(CC1)C1=NC=CC=C1 (1-{(R)-1-[9-[(1R,2S,3R,4S)-2,3-Dihydroxy-4-(4-hydroxymethyl-pyrazol-1-yl)-cyclopentyl]-6-(2,2-diphenyl-ethylamino)-9H-purin-2-yl]-pyrrolidin-3-yl}-3-(3,4,5,6-tetrahydro-2H-[1,2′]bipyridinyl-4-yl)-urea trifluoroacetate). As a reaction SMILES: [F:1][C:2]([F:7])([F:6])[C:3]([OH:5])=[O:4].[NH2:8][C@@H:9]1[CH2:13][CH2:12][N:11]([C:14]2[N:22]=[C:21]3[C:17]([N:18]=[CH:19][N:20]3[C@@H:23]3[CH2:27][C@H:26]([N:28]4[CH:32]=[C:31]([CH2:33][OH:34])[CH:30]=[N:29]4)[C@@H:25]([OH:35])[C@H:24]3[OH:36])=[C:16]([NH:37][CH2:38][CH:39]([C:46]3[CH:51]=[CH:50][CH:49]=[CH:48][CH:47]=3)[C:40]3[CH:45]=[CH:44][CH:43]=[CH:42][CH:41]=3)[N:15]=2)[CH2:10]1.FC(F)(F)C(O)=O.O[C@@H]1[C@H](O)[C@@H](N2C=C(C)C=N2)C[C@H]1N1C=NC2C1=NC(NC1CCC(N[C:104]([NH:106][CH:107]3[CH2:112][CH2:111][N:110]([C:113]4[CH:118]=[CH:117][CH:116]=[CH:115][N:114]=4)[CH2:109][CH2:108]3)=[O:105])CC1)=NC=2NCC(C1C=CC=CC=1)C1C=CC=CC=1>>[F:1][C:2]([F:7])([F:6])[C:3]([OH:5])=[O:4].[OH:36][C@@H:24]1[C@H:25]([OH:35])[C@@H:26]([N:28]2[CH:32]=[C:31]([CH2:33][OH:34])[CH:30]=[N:29]2)[CH2:27][C@H:23]1[N:20]1[CH:19]=[N:18][C:17]2[C:21]1=[N:22][C:14]([N:11]1[CH2:12][CH2:13][C@@H:9]([NH:8][C:104]([NH:106][CH:107]3[CH2:108][CH2:109][N:110]([C:113]4[CH:118]=[CH:117][CH:116]=[CH:115][N:114]=4)[CH2:111][CH2:112]3)=[O:105])[CH2:10]1)=[N:15][C:16]=2[NH:37][CH2:38][CH:39]([C:46]1[CH:47]=[CH:48][CH:49]=[CH:50][CH:51]=1)[C:40]1[CH:41]=[CH:42][CH:43]=[CH:44][CH:45]=1 |f:0.1,2.3,4.5|. Procedure details: This compound is prepared from (1R,2S,3R,5S)-3-[2-((R)-3-amino-pyrrolidin-1-yl)-6-(2,2-diphenyl-ethylamino)-purin-9-yl]-5-(4-hydroxymethyl-pyrazol-1-yl)-cyclopentane-1,2-diol trifluoroacetate (Example 76) using a procedure analogous to that of 1-{4-[9-[(1R,2S,3R,4S)-2,3-dihydroxy-4-(4-methyl-pyrazol-1-yl)-cyclopentyl]-6-(2,2-diphenyl-ethylamino)-9H-purin-2-ylamino]-cyclohexyl}-3-(3,4,5,6-tetrahydro-2H-[1,2′]bipyridinyl-4-yl)-urea trifluoroacetate (Example 42). MS (ES+) m/e 400 (MH+/2)